From a dataset of the Open Reaction Database (ORD), a public repository of structured organic reaction records. describe an organic reaction: reactants, conditions, products, and yield Starting materials: [Na]SC1=NSC(=C1C#N)S[Na] (3,5-di(sodiomercapto)-4-isothiazole carbonitrile), BrC=1SC(=CN1)[N+](=O)[O-] (2-bromo-5-nitrothiazole). Solvent: CO (methanol). Run at time 2 hour. Product: [N+](=O)([O-])C1=CN=C(S1)SC1=NSC(=C1C#N)SC=1SC(=CN1)[N+](=O)[O-] (3,5-bis((5-nitro-2-thiazolyl)thio)-4-isothiazolecarbo nitrile). Yield: 79.0%. RXN SMILES: [Na][S:2][C:3]1[C:7]([C:8]#[N:9])=[C:6]([S:10][Na])[S:5][N:4]=1.Br[C:13]1[S:14][C:15]([N+:18]([O-:20])=[O:19])=[CH:16][N:17]=1>CO>[N+:18]([C:15]1[S:14][C:13]([S:2][C:3]2[C:7]([C:8]#[N:9])=[C:6]([S:10][C:13]3[S:14][C:15]([N+:18]([O-:20])=[O:19])=[CH:16][N:17]=3)[S:5][N:4]=2)=[N:17][CH:16]=1)([O-:20])=[O:19]. Procedure: To a solution of 4.36 (0.02 mol.) of 3,5-di(sodiomercapto)-4-isothiazole carbonitrile in methanol was added 8.4 g (0.04 mol.) of 2-bromo-5-nitrothiazole. A yellow-brown solid begins to precipitate almost immediately. The reaction mixture is stirred for an additional 2 hours at room temperature (~22° C.). The precipitate is collected by suction filtration, washed with water and methanol and dried in vacuo to yield 6.77 g (79% yield from the isothiazole) of a tan solid, m.p. 197°-199.5° C. Starting materials: ClC=1C=C(C=CC1)C1=CC(=NC2=CC=C(C=C12)C(O)(C=1N(C=NC1)C)C=1C=NC(=CC1)Cl)OC ([4-(3-chloro-phenyl)-2-methoxy-quinolin-6-yl]-(6-chloro-pyridin-3-yl)-(3-methyl-3H-imidazol-4-yl)-methanol), Cl (HCl). Run in C1CCOC1 (THF). The product is ClC=1C=C(C=CC1)C1=CC(NC2=CC=C(C=C12)C(C=1N(C=NC1)C)(O)C1=NC=C(C=C1)Cl)=O (4-(3-Chloro-Phenyl)-6-[(5-Chloro-Pyridin-2-yl)-Hydroxy-(3-Methyl-3H-Imidazol-4-yl)-Methyl]-1H-Quinolin-2-One). Isolated yield 26.0%. As a reaction SMILES: [Cl:1][C:2]1[CH:3]=[C:4]([C:8]2[C:17]3[C:12](=[CH:13][CH:14]=[C:15]([C:18](C4C=NC(Cl)=CC=4)([C:20]4[N:21]([CH3:25])[CH:22]=[N:23][CH:24]=4)[OH:19])[CH:16]=3)[N:11]=[C:10]([O:33]C)[CH:9]=2)[CH:5]=[CH:6][CH:7]=1.[ClH:35]>C1COCC1>[Cl:1][C:2]1[CH:3]=[C:4]([C:8]2[C:17]3[C:12](=[CH:13][CH:14]=[C:15]([C:18]([C:10]4[CH:9]=[CH:8][C:17]([Cl:35])=[CH:12][N:11]=4)([OH:19])[C:20]4[N:21]([CH3:25])[CH:22]=[N:23][CH:24]=4)[CH:16]=3)[NH:11][C:10](=[O:33])[CH:9]=2)[CH:5]=[CH:6][CH:7]=1. Procedure details: Following the same procedure as described in example 1 F, the obtained [4-(3-chloro-phenyl)-2-methoxy-quinolin-6-yl]-(6-chloro-pyridin-3-yl)-(3-methyl-3H-imidazol-4-yl)-methanol was treated with HCl in aqueous THF to yield the title compound, 1.02 g, (2.14 mmol, 26% yield). The reactants are COC(C(C1=CC=C(C=C1)SCCOC1=CC2=CC=CC=C2C=C1)=O)=O (4-[[2-(2-naphthalenyloxy)ethyl]thio]-alpha-oxobenzeneacetic acid methyl ester), ClC1=CC(=CC=C1)C(=O)OO (metachloroperbenzoic acid). Solvent: ClCCl (dichloromethane), C([O-])(O)=O.[Na+] (sodium bicarbonate). Conditions: time 1 hour. The product is COC(C(C1=CC=C(C=C1)S(=O)CCOC1=CC2=CC=CC=C2C=C1)=O)=O (rac.-4-[[2-(2-naphthalenyloxy)ethyl]sulfinyl]-alpha-oxobenzeneacetic acid methyl ester). The yield is 82.3%. As a reaction SMILES: [CH3:1][O:2][C:3](=[O:26])[C:4](=[O:25])[C:5]1[CH:10]=[CH:9][C:8]([S:11][CH2:12][CH2:13][O:14][C:15]2[CH:24]=[CH:23][C:22]3[C:17](=[CH:18][CH:19]=[CH:20][CH:21]=3)[CH:16]=2)=[CH:7][CH:6]=1.ClC1C=CC=C(C(OO)=[O:35])C=1>ClCCl.C(=O)(O)[O-].[Na+]>[CH3:1][O:2][C:3](=[O:26])[C:4](=[O:25])[C:5]1[CH:10]=[CH:9][C:8]([S:11]([CH2:12][CH2:13][O:14][C:15]2[CH:24]=[CH:23][C:22]3[C:17](=[CH:18][CH:19]=[CH:20][CH:21]=3)[CH:16]=2)=[O:35])=[CH:7][CH:6]=1 |f:3.4|. Procedure: A solution of 4-[[2-(2-naphthalenyloxy)ethyl]thio]-alpha-oxobenzeneacetic acid methyl ester (2.56 g) in dichloromethane (75 mL) was chilled in ice and 85 % metachloroperbenzoic acid (1.42 g) was added. The mixture was stirred cold for 1 hour, diluted with saturated sodium bicarbonate solution, and extracted with dichloromethane. The dried (Na2SO4) was filtered, evaporated and the residue was crystallized from dichloromethane-hexane to give 2.2 g of rac.-4-[[2-(2-naphthalenyloxy)ethyl]sulfinyl]-a... Reactants: ClCCCCCCCl (1,6-dichlorohexane), SCCC[Si](OCC)(OCC)OCC (3-mercaptopropyltriethoxysilane), CC[O-].[Na+] (sodium ethylate). Run at temperature 80 celsius. Product: [Si](OCC)(OCC)(OCC)CCCSCCCCCCCl ((CH3CH2O)3Si(CH2)3S(CH2)6Cl). RXN SMILES: Cl[CH2:2][CH2:3][CH2:4][CH2:5][CH2:6][CH2:7][Cl:8].[SH:9][CH2:10][CH2:11][CH2:12][Si:13]([O:20][CH2:21][CH3:22])([O:17][CH2:18][CH3:19])[O:14][CH2:15][CH3:16].CC[O-].[Na+]>>[Si:13]([CH2:12][CH2:11][CH2:10][S:9][CH2:2][CH2:3][CH2:4][CH2:5][CH2:6][CH2:7][Cl:8])([O:17][CH2:18][CH3:19])([O:20][CH2:21][CH3:22])[O:14][CH2:15][CH3:16] |f:2.3|. Procedure details: A 1-liter separable flask equipped with a nitrogen gas inlet, thermometer, Dimroth condenser and dropping funnel was charged with 310.0 g (2.0 mol) of 1,6-dichlorohexane and heated at 80° C. With stirring, the reaction product of 3-mercaptopropyltriethoxysilane with sodium ethylate was slowly added dropwise. After the completion of dropwise addition, the solution was continuously stirred at 80° C. for 5 hours, and then cooled. From the solution, the salt was filtered off and the ethanol and exce...